This data is from the Open Reaction Database (ORD), a public repository of structured organic reaction records. The task is: describe an organic reaction: reactants, conditions, products, and yield Reactants: N[C@@H](C)C(=O)N1[C@@H](CC2CCCCC12)C(=O)O (1-[(S)-alanyl]octahydroindole-2(S)-carboxylic acid), O(C1=CC=CC=C1)CC(C(=O)OCC)=O (ethyl phenoxypyruvate), O(C1=CC=CC=C1)CC(C(=O)O)=O (phenoxypyruvic acid), C(#N)[BH3-].[Na+] (sodium cyanoborohydride). The product is C(=O)(OCC)C(COC1=CC=CC=C1)N[C@@H](C)C(=O)N1[C@@H](CC2CCCCC12)C(=O)O (1-[N-(1-Carboethoxy-2-phenoxyethyl)-(S)-alanyl ]octahydroindole-2(S)-carboxylic acid). Reaction SMILES: [NH2:1][C@H:2]([C:4]([N:6]1[CH:14]2[CH:9]([CH2:10][CH2:11][CH2:12][CH2:13]2)[CH2:8][C@H:7]1[C:15]([OH:17])=[O:16])=[O:5])[CH3:3].[O:18]([CH2:25][C:26](=O)[C:27]([O:29][CH2:30][CH3:31])=[O:28])[C:19]1[CH:24]=[CH:23][CH:22]=[CH:21][CH:20]=1.O(CC(=O)C(O)=O)C1C=CC=CC=1.C([BH3-])#N.[Na+]>>[C:27]([CH:26]([NH:1][C@H:2]([C:4]([N:6]1[CH:14]2[CH:9]([CH2:10][CH2:11][CH2:12][CH2:13]2)[CH2:8][C@H:7]1[C:15]([OH:17])=[O:16])=[O:5])[CH3:3])[CH2:25][O:18][C:19]1[CH:20]=[CH:21][CH:22]=[CH:23][CH:24]=1)([O:29][CH2:30][CH3:31])=[O:28] |f:3.4|. Reported procedure: React 1-[(S)-alanyl]octahydroindole-2(S)-carboxylic acid (preparable as described in Example 1) and ethyl phenoxypyruvate, (prepared from esterification of phenoxypyruvic acid as described in Example 9) with sodium cyanoborohydride as described in Example 1 to give the title compound. Starting materials: NC1=CC=C(C=N1)N1CCN(CC1)C(=O)C1=C(C=CC=C1)C(F)(F)F ([4-(6-aminopyridin-3-yl)piperazin-1-yl]-(2-trifluoromethylphenyl)-methanone), C(C1=CC=CC=C1)N=C=O (benzylisocyanate). Run in ClCCl (dichloromethane). Reaction conditions: time 66 hour. Product: C(C1=CC=CC=C1)NC(=O)NC1=NC=C(C=C1)N1CCN(CC1)C(C1=C(C=CC=C1)C(F)(F)F)=O (1-BENZYL-3-{5-[4-(2-TRIFLUOROMETHYLBENZOYL)PIPERAZIN-1-YL]PYRIDIN-2-YL}UREA). Isolated yield 25.2%. Reaction SMILES: [NH2:1][C:2]1[N:7]=[CH:6][C:5]([N:8]2[CH2:13][CH2:12][N:11]([C:14]([C:16]3[CH:21]=[CH:20][CH:19]=[CH:18][C:17]=3[C:22]([F:25])([F:24])[F:23])=[O:15])[CH2:10][CH2:9]2)=[CH:4][CH:3]=1.[CH2:26]([N:33]=[C:34]=[O:35])[C:27]1[CH:32]=[CH:31][CH:30]=[CH:29][CH:28]=1>ClCCl>[CH2:26]([NH:33][C:34]([NH:1][C:2]1[CH:3]=[CH:4][C:5]([N:8]2[CH2:9][CH2:10][N:11]([C:14](=[O:15])[C:16]3[CH:21]=[CH:20][CH:19]=[CH:18][C:17]=3[C:22]([F:25])([F:24])[F:23])[CH2:12][CH2:13]2)=[CH:6][N:7]=1)=[O:35])[C:27]1[CH:32]=[CH:31][CH:30]=[CH:29][CH:28]=1. Procedure: To a solution of [4-(6-aminopyridin-3-yl)piperazin-1-yl]-(2-trifluoromethylphenyl)-methanone (0.035 g, 0.12 mmol) in dichloromethane (3 mL) was added benzylisocyanate (0.4 mL, 0.3 mmol). After stirring for 66 h, dichloromethane was removed in vacuo and the residue was diluted with ethyl acetate (20 mL). The organic phase was washed with brine, dried over anhydrous MgSO4 and concentrated in vacuo. Purification by preparative thin layer chromatography afforded the title compound as a pale white so... Reactants: C(C)C1=CC=C(C=C1)C1CC(CN(C1)C(=O)N1CCOCC1)C(=O)O (5-(4-Ethylphenyl)-1-(morpholin-4-ylcarbonyl)piperidine-3-carboxylic acid), ON1C(C=CC=C1C)C(N)=N (1-hydroxy-6-methylpyridine-2-carboximidamide). Product: C(C)C1=CC=C(C=C1)C1CN(CC(C1)C1=NC(=NO1)C1=NC(=CC=C1)C)C(=O)N1CCOCC1 (4-({3-(4-Ethylphenyl)-5-[3-(6-methylpyridin-2-yl)-1,2,4-oxadiazol-5-yl]piperidin-1-yl}carbonyl)-morpholine). As a reaction SMILES: [CH2:1]([C:3]1[CH:8]=[CH:7][C:6]([CH:9]2[CH2:14][N:13]([C:15]([N:17]3[CH2:22][CH2:21][O:20][CH2:19][CH2:18]3)=[O:16])[CH2:12][CH:11]([C:23](O)=[O:24])[CH2:10]2)=[CH:5][CH:4]=1)[CH3:2].O[N:27]1[C:32]([CH3:33])=[CH:31][CH:30]=[CH:29][CH:28]1[C:34](=[NH:36])[NH2:35]>>[CH2:1]([C:3]1[CH:4]=[CH:5][C:6]([CH:9]2[CH2:10][CH:11]([C:23]3[O:24][N:36]=[C:34]([C:28]4[CH:29]=[CH:30][CH:31]=[C:32]([CH3:33])[N:27]=4)[N:35]=3)[CH2:12][N:13]([C:15]([N:17]3[CH2:22][CH2:21][O:20][CH2:19][CH2:18]3)=[O:16])[CH2:14]2)=[CH:7][CH:8]=1)[CH3:2]. Reported procedure: 69 mg (0.20 mmol) of 5-(4-ethylphenyl)-1-(morpholin-4-ylcarbonyl)piperidine-3-carboxylic acid (Example 38A) and 33 mg (0.22 mmol, 1.1 eq.) of 1-hydroxy-6-methylpyridine-2-carboximidamide were reacted according to the General Method 1. Yield: 44 mg (47% of theory) The reactants are C([C@@H]1[C@H]([C@@H]([C@H]([C@@H](O1)O[C@@H]2[C@H](O[C@H]([C@@H]([C@H]2O)O)O)CO)O)O)O)O (cellobiose), O=C[C@H](O)[C@@H](O)[C@H](O)[C@H](O)CO (glucose). Yields the product sugar alcohol, OC[C@H](O)[C@@H](O)[C@H](O)[C@H](O)CO (sorbitol), C([C@@H](O)[C@@H](O)[C@H](O)[C@H](O)CO)O (mannitol). As a reaction SMILES: [O:1]=[CH:2][C@@H:3]([C@H:5]([C@@H:7]([C@@H:9]([CH2:11][OH:12])[OH:10])[OH:8])[OH:6])[OH:4].[CH2:13]([OH:35])[C@H:14]1[O:19][C@@H:18]([O:20][C@H]2[C@H](O)[C@@H](O)[C@H](O)O[C@@H]2CO)[C@H:17]([OH:32])[C@@H:16]([OH:33])[C@@H:15]1[OH:34]>>[OH:12][CH2:11][C@@H:9]([C@H:7]([C@@H:5]([C@@H:3]([CH2:2][OH:1])[OH:4])[OH:6])[OH:8])[OH:10].[CH2:18]([OH:20])[C@H:17]([C@H:16]([C@@H:15]([C@@H:14]([CH2:13][OH:35])[OH:19])[OH:34])[OH:33])[OH:32]. Procedure: The yield for the C6 compounds (sorbitol, mannitol and glucose) was calculated relative to the concentration of glucose and cellobiose in the reaction solution prior to the reaction. The C6 sugar alcohol yield (sorbitol, mannitol) was 84.0%, the glucose yield was 13.4%. The yield for xylitol (84.2%) and xylose (11.7%) were calculated relative to the concentration of xylose in the reaction solution prior to the reaction. Furthermore, glycerol, 1,3-propanediol, methanol, levulinic acid, hydroxymet... Starting materials: BrC1=C(N)C=C(C=C1)Cl (2-Bromo-5-chloroaniline), FC1=CC=C(C=C1)B(O)O (4-fluorophenylboronic acid), C([O-])([O-])=O.[Cs+].[Cs+] (cesium carbonate). Solvent: C1CCOC1 (THF), O (water). Conditions: temperature 80 celsius, time 1 hour. Product: ClC=1C=C(C(=CC1)C1=CC=C(C=C1)F)N (4-Chloro-4′-fluorobiphenyl-2-amine). The yield is 94.5%. Reaction SMILES: Br[C:2]1[CH:8]=[CH:7][C:6]([Cl:9])=[CH:5][C:3]=1[NH2:4].[F:10][C:11]1[CH:16]=[CH:15][C:14](B(O)O)=[CH:13][CH:12]=1.C(=O)([O-])[O-].[Cs+].[Cs+]>C1COCC1.O>[Cl:9][C:6]1[CH:5]=[C:3]([NH2:4])[C:2]([C:14]2[CH:15]=[CH:16][C:11]([F:10])=[CH:12][CH:13]=2)=[CH:8][CH:7]=1 |f:2.3.4|. Reported procedure: 2-Bromo-5-chloroaniline (CAS#823-57-4; 5 g), 4-fluorophenylboronic acid (3.56 g) and cesium carbonate (31.6 g) were combined in THF (70 ml) and water (35 ml). The mixture was degassed by bubbling argon through the solution. After addition of [1,1′-bis(diphenylphosphino)ferrocene]dichloropalladium(II) (886 mg) the reaction mixture was stirred 1 h at 80° C. in a sealed tube. The reaction mixture was diluted with EtOAc, washed with water, dried over Na2SO4, evaporated and purified by chromatography... Starting materials: CCO, CCOC(=O)CNC(=O)c1ccc([N+](=O)[O-])cc1. The product is CCOC(=O)CNC(=O)c1ccc(N)cc1. As a reaction SMILES: [CH3:19][CH2:20][OH:21].[N+:1]([O-:2])(=[O:3])[c:4]1[cH:5][cH:6][c:7]([C:8](=[O:9])[NH:10][CH2:11][C:12](=[O:13])[O:14][CH2:15][CH3:16])[cH:17][cH:18]1>>[NH2:1][c:4]1[cH:5][cH:6][c:7]([C:8](=[O:9])[NH:10][CH2:11][C:12](=[O:13])[O:14][CH2:15][CH3:16])[cH:17][cH:18]1. Reactants: N1=CC(=CC=C1)C1=CC(=C2CCCCN12)C(=O)O (3-(3-pyridyl)-5,6,7,8-tetrahydroindolizine-1-carboxylic acid), CN(C=O)C (dimethylformamide), ClCCCl (1,2-dichloroethane). Run in S(=O)(Cl)Cl (thionyl chloride). Run at temperature 70 celsius, time 3 hour. Product: Cl.ClC(=O)C=1C=C(N2CCCCC12)C=1C=NC=CC1 (1-Chloroformyl-3-(3-pyridyl)-5,6,7,8-tetrahydroindolizine hydrochloride). Reaction SMILES: [N:1]1[CH:6]=[CH:5][CH:4]=[C:3]([C:7]2[N:15]3[C:10]([CH2:11][CH2:12][CH2:13][CH2:14]3)=[C:9]([C:16]([OH:18])=O)[CH:8]=2)[CH:2]=1.CN(C)C=O.[Cl:24]CCCl>S(Cl)(Cl)=O>[ClH:24].[Cl:24][C:16]([C:9]1[CH:8]=[C:7]([C:3]2[CH:2]=[N:1][CH:6]=[CH:5][CH:4]=2)[N:15]2[C:10]=1[CH2:11][CH2:12][CH2:13][CH2:14]2)=[O:18] |f:4.5|. Procedure details: A solution of 3-(3-pyridyl)-5,6,7,8-tetrahydroindolizine-1-carboxylic acid (13.3 g) in a mixture of thionyl chloride (19.2 cc), dimethylformamide (0.05 cc) and 1,2-dichloroethane (160 cc) is heated to a temperature of about 70° C. The suspension obtained is kept at a temperature of about 70° C. for 3 hours. The reaction mixture is cooled to a temperature of about 20° C. and concentrated to dryness under reduced pressure (20 mm Hg; 2.7 kPa) at a temperature of about 60° C. The residue is suspende... The reactants are C(C1=CC=CC=C1)OC1=CC(=C2C=CC(NC2=C1)=O)C(CNC(CCN1C(OC(C2=C1C=CC=C2)(CC)CC)=O)(C)C)O (1-{3-[2-(7-benzyloxy-2-oxo-1,2-dihydroquinolin-5-yl)-2-hydroxyethylamino]-3-methylbutyl}-4,4-diethyl-1,4-dihydrobenzo[d][1,3]oxazin-2-one), [H][H] (hydrogen). The reagents and catalysts are [Pd] (Pd/C). Solvent: CO (MeOH). The product is C(C)C1(C2=C(N(C(O1)=O)CCC(C)(C)NCC(C1=C3C=CC(NC3=CC(=C1)O)=O)O)C=CC=C2)CC (4,4-diethyl-1-{3-[2-hydroxy-2-(7-hydroxy-2-oxo-1,2-dihydroquinolin-5-yl)ethylamino]-3-methylbutyl}-1,4-dihydrobenzo[d][1,3]oxazin-2-one). As a reaction SMILES: C([O:8][C:9]1[CH:18]=[C:17]2[C:12]([CH:13]=[CH:14][C:15](=[O:19])[NH:16]2)=[C:11]([CH:20]([OH:43])[CH2:21][NH:22][C:23]([CH3:42])([CH3:41])[CH2:24][CH2:25][N:26]2[C:31]3[CH:32]=[CH:33][CH:34]=[CH:35][C:30]=3[C:29]([CH2:38][CH3:39])([CH2:36][CH3:37])[O:28][C:27]2=[O:40])[CH:10]=1)C1C=CC=CC=1.[H][H]>CO.[Pd]>[CH2:38]([C:29]1([CH2:36][CH3:37])[O:28][C:27](=[O:40])[N:26]([CH2:25][CH2:24][C:23]([NH:22][CH2:21][CH:20]([OH:43])[C:11]2[CH:10]=[C:9]([OH:8])[CH:18]=[C:17]3[C:12]=2[CH:13]=[CH:14][C:15](=[O:19])[NH:16]3)([CH3:41])[CH3:42])[C:31]2[CH:32]=[CH:33][CH:34]=[CH:35][C:30]1=2)[CH3:39]. Procedure: A suspension of 1-{3-[2-(7-benzyloxy-2-oxo-1,2-dihydroquinolin-5-yl)-2-hydroxyethylamino]-3-methylbutyl}-4,4-diethyl-1,4-dihydrobenzo[d][1,3]oxazin-2-one (152 mg, 0.338 mmol) and Pd/C (10%) (40 mg) in MeOH (12 mL) is hydrogenated at room temperature (RT) and 1 bar hydrogen pressure for 4 hours. The catalyst is filtered off through CELITE® filter aid and washed with MeOH (5 mL). The organic phase is evaporated down, the residue is triturated with EtOAc and the precipitate formed is filtered off a... Starting materials: CCCN=C(N)Nc1ccnc(CCCCC#N)n1, N, O=S(=O)(O)O. RXN SMILES: [CH2:1]([CH2:2][CH3:3])[N:4]=[C:5]([NH:6][c:7]1[n:8][c:9]([CH2:13][CH2:14][CH2:15][CH2:16][C:17]#[N:18])[n:10][cH:11][cH:12]1)[NH2:19].[NH3:25].[S:20]([OH:21])(=[O:22])(=[O:23])[OH:24]>>[CH2:1]([CH2:2][CH3:3])[N:4]=[C:5]([NH:6][c:7]1[n:8][c:9]([CH2:13][CH2:14][CH2:15][CH2:16][C:17]([NH2:18])=[O:21])[n:10][cH:11][cH:12]1)[NH2:19]. The product is CCCN=C(N)Nc1ccnc(CCCCC(N)=O)n1. Reactants: COC1=C(CN(S(=O)(=O)C2=C(C=C(C(=C2)C=C)O[C@@H]2[C@H](CCC2)C2=CC=NN2C)F)C2=NC=NC=C2)C=CC(=C1)OC (N-(2,4-dimethoxybenzyl)-2-fluoro-4-{[(1S*,2R*)-2-(1-methyl-1H-pyrazol-5-yl)cyclopentyl]oxy}-N-(pyrimidin-4-yl)-5-vinylbenzenesulfonamide), C(C)[SiH](CC)CC (triethylsilane). Solvent: ClCCl (dichloromethane), FC(C(=O)O)(F)F (trifluoroacetic acid). Conditions: time 1 hour. Yields the product C(C)C=1C(=CC(=C(C1)S(=O)(=O)NC1=NC=NC=C1)F)O[C@@H]1[C@H](CCC1)C1=CC=NN1C (5-Ethyl-2-fluoro-4-{[(1S*,2R*)-2-(1-methyl-1H-pyrazol-5-yl)cyclopentyl]oxy}-N-(pyrimidin-4-yl)benzenesulfonamide). Reaction SMILES: COC1C=C(OC)C=CC=1C[N:6]([C:31]1[CH:36]=[CH:35][N:34]=[CH:33][N:32]=1)[S:7]([C:10]1[CH:15]=[C:14]([CH:16]=[CH2:17])[C:13]([O:18][C@H:19]2[CH2:23][CH2:22][CH2:21][C@@H:20]2[C:24]2[N:28]([CH3:29])[N:27]=[CH:26][CH:25]=2)=[CH:12][C:11]=1[F:30])(=[O:9])=[O:8].C([SiH](CC)CC)C>ClCCl.FC(F)(F)C(O)=O>[CH2:16]([C:14]1[C:13]([O:18][C@H:19]2[CH2:23][CH2:22][CH2:21][C@@H:20]2[C:24]2[N:28]([CH3:29])[N:27]=[CH:26][CH:25]=2)=[CH:12][C:11]([F:30])=[C:10]([S:7]([NH:6][C:31]2[CH:36]=[CH:35][N:34]=[CH:33][N:32]=2)(=[O:8])=[O:9])[CH:15]=1)[CH3:17]. Procedure: To a solution of the N-(2,4-dimethoxybenzyl)-2-fluoro-4-{[(1S*,2R*)-2-(1-methyl-1H-pyrazol-5-yl)cyclopentyl]oxy}-N-(pyrimidin-4-yl)-5-vinylbenzenesulfonamide (29 mg, 0.05 mmol) prepared in Example 61c and triethylsilane (0.10 mL) in dichloromethane (4.0 mL), trifluoroacetic acid (0.5 mL) was added at room temperature, and the mixture was stirred for 1 hour. The reaction mixture was concentrated to yield a mixture of the title compound and a vinyl derivative.